This data is from the Open Reaction Database (ORD), a public repository of structured organic reaction records. The task is: describe an organic reaction: reactants, conditions, products, and yield The reactants are [OH-].[Na+] (sodium hydroxide), [OH-].[Na+] (Sodium hydroxide), solution, N=1NC(=C2C1CCOC2)C(=O)OCC (Ethyl 2,4,6,7-tetrahydropyrano[4,3-c]pyrazole-3-carboxylate). Run in CO (methanol). Run at temperature 0 celsius. The product is N=1NC(=C2C1CCOC2)C(=O)O (2,4,6,7-tetrahydropyrano[4,3-c]pyrazole-3-carboxylic acid). As a reaction SMILES: [N:1]1[NH:2][C:3]([C:10]([O:12]CC)=[O:11])=[C:4]2[CH2:9][O:8][CH2:7][CH2:6][C:5]=12.[OH-].[Na+]>CO>[N:1]1[NH:2][C:3]([C:10]([OH:12])=[O:11])=[C:4]2[CH2:9][O:8][CH2:7][CH2:6][C:5]=12 |f:1.2|. Reported procedure: Ethyl 2,4,6,7-tetrahydropyrano[4,3-c]pyrazole-3-carboxylate (0.97 g, 4.94 mmol) was dissolved in methanol (20 ml) and cooled to 0° C. with an ice bath. Sodium hydroxide 2 M solution (4.94 ml, 9.89 mmol) was added and the mixture was allowed to cool to RT with stirring. The mixture was stirred for 26 h during which additional 7 ml of sodium hydroxide 2 M solution was added. The solvent was evaporated and the pH adjusted to 2 with 1 M HCl. The formed precipitate was filtered and washed with water.... The reactants are ClC=1N=NC(=CC1)Cl (3,6-Dichloropyridazine), S1C=NC(=C1)CO (thiazol-4-ylmethanol). Yields the product ClC=1N=NC(=CC1)OCC=1N=CSC1 (3-Chloro-6-(thiazol-4-ylmethoxy)pyridazine). As a reaction SMILES: [Cl:1][C:2]1[N:3]=[N:4][C:5](Cl)=[CH:6][CH:7]=1.[S:9]1[CH:13]=[C:12]([CH2:14][OH:15])[N:11]=[CH:10]1>>[Cl:1][C:2]1[N:3]=[N:4][C:5]([O:15][CH2:14][C:12]2[N:11]=[CH:10][S:9][CH:13]=2)=[CH:6][CH:7]=1. Procedure: 3,6-Dichloropyridazine (1.0 g, 6.712 mmol) was reacted analogously to example 4a with thiazol-4-ylmethanol (578 mg, 6.712 mmol). Yield: 775 mg (51%), M+H+: 228.0, Starting materials: CS(=O)(=O)C1=CC=C(C(=O)O)C=C1 (4-methylsulphonylbenzoic acid), C1=CN(C=N1)C(=O)N2C=CN=C2 (CDI), CS(=O)(=O)O.NCC=1C=C2CN(C(C2=CC1)=O)C1C(NC(CC1)=O)=O (3-(5-Aminomethyl-1-oxo-1,3-dihydro-isoindol-2-yl)-piperidine-2,6-dione methanesulfonate). Solvent: CN(C)C=O (DMF). Run at temperature 40 celsius, time 2 hour. The product is O=C1NC(CCC1N1C(C2=CC=C(C=C2C1)CNC(C1=CC=C(C=C1)S(=O)(=O)C)=O)=O)=O (N-[2-(2,6-dioxo-piperidin-3-yl)-1-oxo-2,3-dihydro-1H-isoindol-5-ylmethyl]-4-methanesulfonyl-benzamide). The yield is 71.0%. Reaction SMILES: [CH3:1][S:2]([C:5]1[CH:13]=[CH:12][C:8]([C:9]([OH:11])=O)=[CH:7][CH:6]=1)(=[O:4])=[O:3].C1N=CN(C(N2C=NC=C2)=O)C=1.CS(O)(=O)=O.[NH2:31][CH2:32][C:33]1[CH:34]=[C:35]2[C:39](=[CH:40][CH:41]=1)[C:38](=[O:42])[N:37]([CH:43]1[CH2:48][CH2:47][C:46](=[O:49])[NH:45][C:44]1=[O:50])[CH2:36]2>CN(C=O)C>[O:50]=[C:44]1[CH:43]([N:37]2[CH2:36][C:35]3[C:39](=[CH:40][CH:41]=[C:33]([CH2:32][NH:31][C:9](=[O:11])[C:8]4[CH:7]=[CH:6][C:5]([S:2]([CH3:1])(=[O:3])=[O:4])=[CH:13][CH:12]=4)[CH:34]=3)[C:38]2=[O:42])[CH2:48][CH2:47][C:46](=[O:49])[NH:45]1 |f:2.3|. Reported procedure: A mixture of 4-methylsulphonylbenzoic acid (0.28 g, 1.4 mmol) and CDI (0.24 g, 1.5 mmol) was stirred in DMF (30 mL) at 40° C. for 4 hours. 3-(5-Aminomethyl-1-oxo-1,3-dihydro-isoindol-2-yl)-piperidine-2,6-dione methanesulfonate (0.50 g, 1.4 mmol) was added and the mixture was stirred at 40° C. for 2 h. The mixture was quenched with 4% aqueous HCl (30 mL) and the resulting precipitate was filtered, washed with water (30 mL) and dried in vacuo providing N-[2-(2,6-dioxo-piperidin-3-yl)-1-oxo-2,3-dih... Reactants: OC1=CC=C(C=2SC3=CC=CC=C3C(C12)=O)O (1,4-dihydroxythioxanthone), C([O-])([O-])=O.[K+].[K+] (potassium carbonate), BrCCCl (1-bromo-2-chloroethane). Solvent: CC(=O)C (acetone), CC(=O)C (acetone). Yields the product ClC(C)OC1=CC=C(C=2SC3=CC=CC=C3C(C12)=O)O (1-Chloroethoxy-4-hydroxythioxanthone). The yield is 66.4%. RXN SMILES: [OH:1][C:2]1[C:15]2[C:14](=[O:16])[C:13]3[C:8](=[CH:9][CH:10]=[CH:11][CH:12]=3)[S:7][C:6]=2[C:5]([OH:17])=[CH:4][CH:3]=1.C(=O)([O-])[O-].[K+].[K+].Br[CH2:25][CH2:26][Cl:27]>CC(C)=O>[Cl:27][CH:26]([O:1][C:2]1[C:15]2[C:14](=[O:16])[C:13]3[C:8](=[CH:9][CH:10]=[CH:11][CH:12]=3)[S:7][C:6]=2[C:5]([OH:17])=[CH:4][CH:3]=1)[CH3:25] |f:1.2.3|. Procedure: A solution of 120 mg of 1,4-dihydroxythioxanthone in 100 ml of acetone is stirred for 0.5 h at room temperature with 138 mg of potassium carbonate. A solution of 80 mg of 1-bromo-2-chloroethane in 5 ml of acetone is then added and the mixture refluxed for 24 h. The heterogeneous mixture is cooled, filtered, concentrated under reduced pressure and purified by silica gel column chromatography using a 1:1 mixture of hexanes and ethyl acetate to produce 100 mg of a yellow-red crystals (65%).